From a dataset of the Open Reaction Database (ORD), a public repository of structured organic reaction records. describe an organic reaction: reactants, conditions, products, and yield The reactants are O=C(N1C=CC=2C=CC=CC21)C(C)(C)C. Reaction conditions: temperature 25 celsius, time 16 hour. Isolated yield 71.0%. The product is O1B(OC(C)(C)C1(C)C)C2=CC=CC=3C=CNC32. Reagents/catalysts: BrB(Br)Br, OC(C)(C)C(O)(C)C. The reactants are C#CCOC, CCOC(C)=O, CC(C)NC(C)C, I[Cu]I, COc1cc2c(Nc3ccc(I)c4c3OCO4)ncnc2cc1OCCCN1CCOCC1. Product: COCC#Cc1ccc(Nc2ncnc3cc(OCCCN4CCOCC4)c(OC)cc23)c2c1OCO2. As a reaction SMILES: [CH2:41]([C:42]#[CH:43])[O:44][CH3:45].[CH3:46][CH2:47][O:48][C:49](=[O:50])[CH3:51].[CH:1]([NH:2][CH:3]([CH3:4])[CH3:5])([CH3:6])[CH3:7].[Cu:52]([I:53])[I:54].[I:8][c:9]1[cH:10][cH:11][c:12]([NH:18][c:19]2[n:20][cH:21][n:22][c:23]3[cH:24][c:25]([O:31][CH2:32][CH2:33][CH2:34][N:35]4[CH2:36][CH2:37][O:38][CH2:39][CH2:40]4)[c:26]([O:29][CH3:30])[cH:27][c:28]23)[c:13]2[c:14]1[O:15][CH2:16][O:17]2>>[c:9]1([C:43]#[C:42][CH2:41][O:44][CH3:45])[cH:10][cH:11][c:12]([NH:18][c:19]2[n:20][cH:21][n:22][c:23]3[cH:24][c:25]([O:31][CH2:32][CH2:33][CH2:34][N:35]4[CH2:36][CH2:37][O:38][CH2:39][CH2:40]4)[c:26]([O:29][CH3:30])[cH:27][c:28]23)[c:13]2[c:14]1[O:15][CH2:16][O:17]2.